From a dataset of the Open Reaction Database (ORD), a public repository of structured organic reaction records. describe an organic reaction: reactants, conditions, products, and yield Reactants: CC(=O)NCCS, C=C(CC(=O)OC)C(=O)c1cccnc1. Yields the product COC(=O)CC(CSCCNC(C)=O)C(=O)c1cccnc1. Reaction SMILES: [SH:16][CH2:17][CH2:18][NH:19][C:20]([CH3:21])=[O:22].[n:1]1[cH:2][c:3]([C:7](=[O:8])[C:9]([CH2:10][C:11](=[O:12])[O:13][CH3:14])=[CH2:15])[cH:4][cH:5][cH:6]1>>[n:1]1[cH:2][c:3]([C:7](=[O:8])[CH:9]([CH2:10][C:11](=[O:12])[O:13][CH3:14])[CH2:15][S:16][CH2:17][CH2:18][NH:19][C:20]([CH3:21])=[O:22])[cH:4][cH:5][cH:6]1. Reactants: NC1(CCCCC1)C(=O)OC (methyl 1-aminocyclohexane-1-carboxylate), [N-]=C=O.C(C)(C)(C)OC([C@@H](N)CC(C)C)=O (L-leucine tert-butyl ester isocyanate). Run in CN(C)C=O (DMF). Reaction conditions: time 2 hour. Yields the product C(C)(C)(C)OC(=O)[C@H](CC(C)C)NC(NC1(CCCCC1)C(=O)OC)=O (Methyl 1-(3-((S)-1-tert-butoxycarbonyl-3-methylbutyl)ureido)cyclohexanecarboxylate). Reaction SMILES: [NH2:1][C:2]1([C:8]([O:10][CH3:11])=[O:9])[CH2:7][CH2:6][CH2:5][CH2:4][CH2:3]1.[N-:12]=[C:13]=[O:14].[C:15]([O:19][C:20](=[O:27])[C@H:21]([CH2:23][CH:24]([CH3:26])[CH3:25])N)([CH3:18])([CH3:17])[CH3:16]>CN(C=O)C>[C:15]([O:19][C:20]([C@@H:21]([NH:12][C:13](=[O:14])[NH:1][C:2]1([C:8]([O:10][CH3:11])=[O:9])[CH2:7][CH2:6][CH2:5][CH2:4][CH2:3]1)[CH2:23][CH:24]([CH3:26])[CH3:25])=[O:27])([CH3:18])([CH3:17])[CH3:16] |f:1.2|. Procedure details: A solution of 28 g (179 mmol) of methyl 1-aminocyclohexane-1-carboxylate was added to a solution of 38 g (179 mmol) of L-leucine tert-butyl ester isocyanate (prepared analogously to J. S. Nowick et al., J. Org. Chem. 1996, 61, 3929) in 300 ml of absolute DMF. After stirring at room temperature for 2 hours, the reaction mixture was allowed to stand overnight. The solvent was removed in vacuo, the residue was treated with heptane and the mixture was stirred at room temperature for 2 hours. The pre... The reactants are O=C([O-])[O-], COc1cc(COC(C)=O)nnc1OC, CO, [K+], [K+], O. The product is COc1cc(CO)nnc1OC. RXN SMILES: [C:1](=[O:2])([O-:3])[O-:4].[C:7](=[O:8])([CH3:9])[O:10][CH2:11][c:12]1[cH:13][c:14]([O:20][CH3:21])[c:15]([O:18][CH3:19])[n:16][n:17]1.[CH3:23][OH:24].[K+:5].[K+:6].[OH2:22]>>[OH:10][CH2:11][c:12]1[cH:13][c:14]([O:20][CH3:21])[c:15]([O:18][CH3:19])[n:16][n:17]1. RXN SMILES: [C:13](=[O:14])([O-:15])[O-:16].[CH2:29]1[O:30][CH2:31][CH2:32][CH2:33]1.[Cl:19][C:20](=[O:21])[O:22][c:23]1[cH:24][cH:25][cH:26][cH:27][cH:28]1.[K+:17].[K+:18].[NH2:1][c:2]1[cH:3][c:4]([C:8]([C:9]#[N:10])([CH3:11])[CH3:12])[cH:5][cH:6][cH:7]1>>[NH:1]([c:2]1[cH:3][c:4]([C:8]([C:9]#[N:10])([CH3:11])[CH3:12])[cH:5][cH:6][cH:7]1)[C:20](=[O:21])[O:22][c:23]1[cH:24][cH:25][cH:26][cH:27][cH:28]1. Product: CC(C)(C#N)c1cccc(NC(=O)Oc2ccccc2)c1. Reactants: O=C([O-])[O-], C1CCOC1, O=C(Cl)Oc1ccccc1, [K+], [K+], CC(C)(C#N)c1cccc(N)c1. The reactants are FC=1C(=C2CCN(N3C2=C(C1)C(C(=C3)C(=O)OCC)=O)C)C(C(=O)OC(C)(C)C)C#N (Ethyl 5-Fluoro-4-{cyano(t-butoxycarbonyl)methyl}-2,3-dihydro-1-methyl-7-oxo-1H,7H-pyrido[3,2,1-ij]cinnoline-8-carboxylate), FC(C(=O)O)(F)F (trifluoroacetic acid), FC(C(=O)O)(F)F (trifluoroacetic acid). Solvent: C(Cl)Cl (methylene chloride). Reaction conditions: time 1.5 hour. Yields the product C(#N)CC1=C2CCN(N3C2=C(C=C1F)C(C(=C3)C(=O)OCC)=O)C (Ethyl 4-Cyanomethyl-5-fluoro-1-methyl-2,3-dihydro-7-oxo-1H, 7H-pyrido[3,2,1-ij]cinnoline-8-carboxylate). Yield: 33.4%. Reaction SMILES: [F:1][C:2]1[C:3]([CH:22]([C:30]#[N:31])C(OC(C)(C)C)=O)=[C:4]2[C:9]3=[C:10]([C:12](=[O:20])[C:13]([C:15]([O:17][CH2:18][CH3:19])=[O:16])=[CH:14][N:8]3[N:7]([CH3:21])[CH2:6][CH2:5]2)[CH:11]=1.FC(F)(F)C(O)=O>C(Cl)Cl>[C:30]([CH2:22][C:3]1[C:2]([F:1])=[CH:11][C:10]2[C:12](=[O:20])[C:13]([C:15]([O:17][CH2:18][CH3:19])=[O:16])=[CH:14][N:8]3[C:9]=2[C:4]=1[CH2:5][CH2:6][N:7]3[CH3:21])#[N:31]. Procedure details: 1.60 g of the compound (162) obtained in Example 39 (2) was added to 20 ml of methylene chloride, and 6 ml of trifluoroacetic acid was added to the solution. The solution was stirred for 1.5 hours. 4 ml of trifluoroacetic acid was added to the solution, and the solution was stirred overnight. The solvent was removed by distillation, and the residue was crystallized from ethyl ether. Crystals were filtered off to obtain 410 mg of the subject compound (165). Reported procedure: To 15.4 g (43.6 mmol) DL-4,4,4-trifluoro-N,N-bis(phenylmethyl)-threonine in 60 ml dimethylformamide were added in portions 4.03 g (92.4 mmol) sodium hydride (55%) at 0° C. The suspension was stirred for 2 hours and then 10.5 ml (95.9 mmol) 2,5-difluoro-nitrobenzene were added. After stirring overnight at 0° C. the mixture was poured on ice/water. Extraction with ethylacetate and chromatography on silicagel with ethylacetate/heptane 1:1 (and adding 30% methanol after the first five 250 ml fractio... Run in CN(C=O)C (dimethylformamide). The reactants are FC([C@H]([C@H](N(CC1=CC=CC=C1)CC1=CC=CC=C1)C(=O)O)O)(F)F (4,4,4-trifluoro-N,N-bis(phenylmethyl)-threonine), [H-].[Na+] (sodium hydride), FC1=C(C=C(C=C1)F)[N+](=O)[O-] (2,5-difluoro-nitrobenzene). Yields the product C(C1=CC=CC=C1)N(C(C(=O)O)C(C(F)(F)F)OC1=C(C=C(C=C1)F)[N+](=O)[O-])CC1=CC=CC=C1 (2-dibenzylamino-4,4,4-trifluoro-3-(4-fluoro-2-nitro-phenoxy)-butyric acid). RXN SMILES: [F:1][C:2]([F:25])([F:24])[C@@H:3]([OH:23])[C@@H:4]([C:20]([OH:22])=[O:21])[N:5]([CH2:13][C:14]1[CH:19]=[CH:18][CH:17]=[CH:16][CH:15]=1)[CH2:6][C:7]1[CH:12]=[CH:11][CH:10]=[CH:9][CH:8]=1.[H-].[Na+].F[C:29]1[CH:34]=[CH:33][C:32]([F:35])=[CH:31][C:30]=1[N+:36]([O-:38])=[O:37]>CN(C)C=O>[CH2:6]([N:5]([CH2:13][C:14]1[CH:15]=[CH:16][CH:17]=[CH:18][CH:19]=1)[CH:4]([CH:3]([O:23][C:29]1[CH:34]=[CH:33][C:32]([F:35])=[CH:31][C:30]=1[N+:36]([O-:38])=[O:37])[C:2]([F:24])([F:25])[F:1])[C:20]([OH:22])=[O:21])[C:7]1[CH:8]=[CH:9][CH:10]=[CH:11][CH:12]=1 |f:1.2|. Conditions: time 2 hour. Reactants: CO, CN(C)c1ccncc1, C(=NC1CCCCC1)=NC1CCCCC1, ClCCl, O=C1CC(C(=O)O)C1. Yields the product COC(=O)C1CC(=O)C1. As a reaction SMILES: [CH3:24][OH:25].[CH3:29][N:30]([c:31]1[cH:32][cH:33][n:34][cH:35][cH:36]1)[CH3:37].[CH:1]1([N:2]=[C:3]=[N:4][CH:5]2[CH2:6][CH2:7][CH2:8][CH2:9][CH2:10]2)[CH2:11][CH2:12][CH2:13][CH2:14][CH2:15]1.[Cl:26][CH2:27][Cl:28].[O:16]=[C:17]1[CH2:18][CH:19]([C:21](=[O:22])[OH:23])[CH2:20]1>>[CH3:1][O:23][C:21]([CH:19]1[CH2:18][C:17](=[O:16])[CH2:20]1)=[O:22]. Starting materials: CC1=NN2C(N=C(C=C2O)C)=C1 (2,5-Dimethyl-7-hydroxypyrazolo[1,5-a]-pyrimidine), CNC (dimethylamine), solution, nitroso, P(=O)(Cl)(Cl)Cl (phosphorus oxychloride), CN(C1=CC=CC=C1)C (N,N-dimethylaniline), CC1=NN2C(N=C(C=C2N(C)C)C)=C1 (2,5-dimethyl-7-(N,N-dimethylamino)pyrazolo[1,5-a]pyrimidine). The reagents and catalysts are [C].[Pd].O.NN (palladium-carbon hydrazine hydrate). Solvent: C(C)O (ethanol), O (water). Reaction conditions: time 2.5 hour. Yields the product Cl.NC=1C(=NN2C1N=C(C=C2N(C)C)C)C (3-Amino-2,5-dimethyl-7-(dimethylamino)-pyrazolo[1,5-a]-pyrimidine Hydrochloride). As a reaction SMILES: CC1C=C2N=C(C)C=C(O)N2[N:3]=1.P(Cl)(Cl)([Cl:15])=O.CN(C)C1C=CC=CC=1.CNC.[CH3:30][C:31]1[CH:43]=[C:34]2[N:35]=[C:36]([CH3:42])[CH:37]=[C:38]([N:39]([CH3:41])[CH3:40])[N:33]2[N:32]=1>O.[C].[Pd].O.NN.C(O)C>[ClH:15].[NH2:3][C:43]1[C:31]([CH3:30])=[N:32][N:33]2[C:38]([N:39]([CH3:41])[CH3:40])=[CH:37][C:36]([CH3:42])=[N:35][C:34]=12 |f:6.7.8.9,11.12|. Procedure details: 2,5-Dimethyl-7-hydroxypyrazolo[1,5-a]-pyrimidine are heated under reflux for 40 minutes with 16.6 ml. phosphorus oxychloride and 0.8 ml. N,N-dimethylaniline. Excess phosphorus oxychloride is distilled off and the residue is poured on to ice. Extraction is carried out with methylene chloride, the organic phase is washed with an aqueous solution of sodium carbonate, dried and evaporated. The residue obtained is dissolved in 28 ml. ethanol and mixed with 2 g. of a 40% solution of dimethylamine in w... Reactants: CN(CC(=O)N1CCCC2=CC(=C(C=C12)NC=1N=C(C2=C(N1)N(C=C2)S(=O)(=O)C2=CC=C(C=C2)C)NC2=C(C(=O)NC)C(=CC=C2)F)OC)C (2-({2-{[1-(N,N-dimethylglycyl)-6-(methyloxy)-1,2,3,4-tetrahydro-7-quinolinyl]amino}-7-[(4-methylphenyl)sulfonyl]-7H-pyrrolo[2,3-d]pyrimidin-4-yl}amino)-6-fluoro-N-methylbenzamide), [OH-].[K+] (potassium hydroxide). Solvent: C(C)(=O)OCC (ethyl acetate), O1CCOCC1 (1,4-dioxane). Reaction conditions: time 6 hour. Product: CN(CC(=O)N1CCCC2=CC(=C(C=C12)NC1=NC(=C2C(N1)=NC=C2)NC2=C(C(=O)NC)C(=CC=C2)F)OC)C (2-[(2-{[1-(N,N-dimethylglycyl)-6-(methyloxy)-1,2,3,4-tetrahydro-7-quinolinyl]amino}-1H-pyrrolo[2,3-d]pyrimidin-4-yl)amino]-6-fluoro-N-methylbenzamide). Yield: 72.1%. As a reaction SMILES: [CH3:1][N:2]([CH3:50])[CH2:3][C:4]([N:6]1[C:15]2[C:10](=[CH:11][C:12]([O:48][CH3:49])=[C:13]([NH:16][C:17]3[N:18]=[C:19]([NH:36][C:37]4[CH:46]=[CH:45][CH:44]=[C:43]([F:47])[C:38]=4[C:39]([NH:41][CH3:42])=[O:40])[C:20]4[CH:25]=[CH:24][N:23](S(C5C=CC(C)=CC=5)(=O)=O)[C:21]=4[N:22]=3)[CH:14]=2)[CH2:9][CH2:8][CH2:7]1)=[O:5].[OH-].[K+]>O1CCOCC1.C(OCC)(=O)C>[CH3:50][N:2]([CH3:1])[CH2:3][C:4]([N:6]1[C:15]2[C:10](=[CH:11][C:12]([O:48][CH3:49])=[C:13]([NH:16][C:17]3[NH:22][C:21]4=[N:23][CH:24]=[CH:25][C:20]4=[C:19]([NH:36][C:37]4[CH:46]=[CH:45][CH:44]=[C:43]([F:47])[C:38]=4[C:39]([NH:41][CH3:42])=[O:40])[N:18]=3)[CH:14]=2)[CH2:9][CH2:8][CH2:7]1)=[O:5] |f:1.2|. Procedure: To a solution of 2-({2-{[1-(N,N-dimethylglycyl)-6-(methyloxy)-1,2,3,4-tetrahydro-7-quinolinyl]amino}-7-[(4-methylphenyl)sulfonyl]-7H-pyrrolo[2,3-d]pyrimidin-4-yl}amino)-6-fluoro-N-methylbenzamide (3.2 g, 4.57 mmol) in 1,4-dioxane (200 ml) was added 1.0M potassium hydroxide (91 ml, 91 mmol) and the resulting reaction was stirred at 80 C for 6 hrs. The reaction was diluted with ethyl acetate (200 ml), washed with brine (200 ml), adsorded to silica gel and purified by LC (DCM to 5% MeOH/DCM) to pro...